Task: describe an organic reaction: reactants, conditions, products, and yield. Dataset: the Open Reaction Database (ORD), a public repository of structured organic reaction records RXN SMILES: [Ag+:44].[CH3:36][C:37](=[O:38])[CH3:39].[CH:1]([CH3:2])([CH3:3])[c:4]1[c:5]([NH:12][C:13]([CH2:14][CH:15]2[c:16]3[cH:17][cH:18][cH:19][cH:20][c:21]3[O:22][c:23]3[cH:24][cH:25][cH:26][cH:27][c:28]32)=[O:29])[c:6]([CH2:10][Cl:11])[cH:7][cH:8][cH:9]1.[N+:40]([O-:41])([O-:42])=[O:43].[O:30]1[CH2:31][CH2:32][CH2:33][CH2:34]1.[OH2:35]>>[CH:1]([CH3:2])([CH3:3])[c:4]1[c:5]([NH:12][C:13]([CH2:14][CH:15]2[c:16]3[cH:17][cH:18][cH:19][cH:20][c:21]3[O:22][c:23]3[cH:24][cH:25][cH:26][cH:27][c:28]32)=[O:29])[c:6]([CH2:10][OH:30])[cH:7][cH:8][cH:9]1. Reactants: [Ag+], CC(C)=O, CC(C)c1cccc(CCl)c1NC(=O)CC1c2ccccc2Oc2ccccc21, O=[N+]([O-])[O-], C1CCOC1, O. Product: CC(C)c1cccc(CO)c1NC(=O)CC1c2ccccc2Oc2ccccc21. Reactants: C[C@@H]1CC[C@H]([C@@H](C1)O)C(C)C (1-menthol), C(C1=CC=CC=C1)(=O)Cl (benzoyl chloride). Yields the product C(C1=CC=CC=C1)(=O)OC1CC(CCC1C(C)C)C (menthyl benzoate). As a reaction SMILES: [CH3:1][C@H:2]1[CH2:7][C@@H:6]([OH:8])[C@H:5]([CH:9]([CH3:11])[CH3:10])[CH2:4][CH2:3]1.[C:12](Cl)(=[O:19])[C:13]1[CH:18]=[CH:17][CH:16]=[CH:15][CH:14]=1>>[C:12]([O:8][CH:6]1[CH:5]([CH:9]([CH3:11])[CH3:10])[CH2:4][CH2:3][CH:2]([CH3:1])[CH2:7]1)(=[O:19])[C:13]1[CH:18]=[CH:17][CH:16]=[CH:15][CH:14]=1. Reported procedure: A solution of 1-menthol (1 gram) in benzoyl chloride (1 ml) was stirred at room temperature for 72 hours. This solution yielded menthyl benzoate of 89.5% purity. Further purification of this product through column chromatography resulted to increase in purity level to at least 98.8%. This fraction yielded colourless crystals and confirmed for purity by 1HNMR, 13CNMR, IR and Mass spectra. Starting materials: C(#N)C=1C=CC(=C(C1)S(=O)[O-])[C@H]1N(C(N(C(=C1C#N)C)C1=CC(=CC=C1)C(F)(F)F)=O)C.[Na+] (Sodium 5-cyano-2-{(4S)-5-cyano-3,6-dimethyl-2-oxo-1-[3-(trifluoromethyl)phenyl]-1,2,3,4-tetrahydropyrimidin-4-yl}benzenesulfinate), BrCC1CCC1 (1-(Bromomethyl)cyclobutane). Run in CN(C)C=O (DMF). Conditions: temperature 110 celsius. The product is C(#N)C1=CC(=C(C=C1)[C@H]1N(C(N(C(=C1C#N)C)C1=CC(=CC=C1)C(F)(F)F)=O)C)S(=O)(=O)CC1CCC1 ((4S)-4-{4-Cyano-2-[(cyclobutylmethyl)sulfonyl]phenyl}-3,6-dimethyl-2-oxo-1-[3-(trifluoromethyl)phenyl]-1,2,3,4-tetrahydropyrimidine-5-carbonitrile). Reaction SMILES: [C:1]([C:3]1[CH:4]=[CH:5][C:6]([C@@H:12]2[C:17]([C:18]#[N:19])=[C:16]([CH3:20])[N:15]([C:21]3[CH:26]=[CH:25][CH:24]=[C:23]([C:27]([F:30])([F:29])[F:28])[CH:22]=3)[C:14](=[O:31])[N:13]2[CH3:32])=[C:7]([S:9]([O-:11])=[O:10])[CH:8]=1)#[N:2].[Na+].Br[CH2:35][CH:36]1[CH2:39][CH2:38][CH2:37]1>CN(C=O)C>[C:1]([C:3]1[CH:4]=[CH:5][C:6]([C@@H:12]2[C:17]([C:18]#[N:19])=[C:16]([CH3:20])[N:15]([C:21]3[CH:26]=[CH:25][CH:24]=[C:23]([C:27]([F:29])([F:30])[F:28])[CH:22]=3)[C:14](=[O:31])[N:13]2[CH3:32])=[C:7]([S:9]([CH2:35][CH:36]2[CH2:39][CH2:38][CH2:37]2)(=[O:11])=[O:10])[CH:8]=1)#[N:2] |f:0.1|. Reported procedure: The reaction was carried out under argon. Sodium 5-cyano-2-{(4S)-5-cyano-3,6-dimethyl-2-oxo-1-[3-(trifluoromethyl)phenyl]-1,2,3,4-tetrahydropyrimidin-4-yl}benzenesulfinate (150 mg, 101 μmol; purity 32%) was suspended in DMF (1 ml). 1-(Bromomethyl)cyclobutane (164.1 mg) was then added, and the mixture was heated in a closed tube at 110° C. for 72 h. The mixture was then filtered, and the filtrate was concentrated under reduced pressure. The residue was purified by preparative HPLC (column: Gromsi... Reactants: C, COc1cc(C=CC(=O)N(CCN(C)C)C2CCC(C)CC2)ccc1O, CO, [H][H], [Pd]. The product is COc1cc(CCC(=O)N(CCN(C)C)C2CCC(C)CC2)ccc1O. RXN SMILES: [C:31].[CH3:1][N:2]([CH2:3][CH2:4][N:5]([C:6]([CH:7]=[CH:8][c:9]1[cH:10][c:11]([O:16][CH3:17])[c:12]([OH:15])[cH:13][cH:14]1)=[O:18])[CH:19]1[CH2:20][CH2:21][CH:22]([CH3:25])[CH2:23][CH2:24]1)[CH3:26].[CH3:29][OH:30].[H:27][H:28].[Pd:32]>>[CH3:1][N:2]([CH2:3][CH2:4][N:5]([C:6]([CH2:7][CH2:8][c:9]1[cH:10][c:11]([O:16][CH3:17])[c:12]([OH:15])[cH:13][cH:14]1)=[O:18])[CH:19]1[CH2:20][CH2:21][CH:22]([CH3:25])[CH2:23][CH2:24]1)[CH3:26]. The reactants are COC(N=C(C(=NC1=CC=C(C=C1)C1=NOC(=N1)C)C1=CC(=C(C=C1)OC)O[Si](C(C)C)(C(C)C)C(C)C)SC)=O ({2-(4-methoxy-3-triisopropylsilanyloxyphenyl)-2-[4-(5-methyl-[1,2,4]oxadiazol-3-yl)phenylimino]-1-methylsulfanylethylidene}carbamic acid methyl ester), C(C)(=O)OCC (ethyl acetate), [Cl-].[NH4+] (ammonium chloride). Solvent: C1CCOC1 (THF), CCCC[N+](CCCC)(CCCC)CCCC.[F-] (TBAF). Run at time 15 hour. Yields the product COC(N=C(C(=NC1=CC=C(C=C1)C1=NOC(=N1)C)C1=CC(=C(C=C1)OC)O)SC)=O ({2-(3-hydroxy-4-methoxyphenyl)-2-[4-(5-methyl-[1,2,4]oxadiazol-3-yl)phenylimino]-1-methylsulfanylethylidene}carbamic acid methyl ester). The yield is 72.4%. RXN SMILES: [CH3:1][O:2][C:3](=[O:41])[N:4]=[C:5]([S:39][CH3:40])[C:6]([C:20]1[CH:25]=[CH:24][C:23]([O:26][CH3:27])=[C:22]([O:28][Si](C(C)C)(C(C)C)C(C)C)[CH:21]=1)=[N:7][C:8]1[CH:13]=[CH:12][C:11]([C:14]2[N:18]=[C:17]([CH3:19])[O:16][N:15]=2)=[CH:10][CH:9]=1.[Cl-].[NH4+].C(OCC)(=O)C>C1COCC1.CCCC[N+](CCCC)(CCCC)CCCC.[F-]>[CH3:1][O:2][C:3](=[O:41])[N:4]=[C:5]([S:39][CH3:40])[C:6]([C:20]1[CH:25]=[CH:24][C:23]([O:26][CH3:27])=[C:22]([OH:28])[CH:21]=1)=[N:7][C:8]1[CH:13]=[CH:12][C:11]([C:14]2[N:18]=[C:17]([CH3:19])[O:16][N:15]=2)=[CH:10][CH:9]=1 |f:1.2,5.6|. Reported procedure: After dissolving 3.52 g of {2-(4-methoxy-3-triisopropylsilanyloxyphenyl)-2-[4-(5-methyl-[1,2,4]oxadiazol-3-yl)phenylimino]-1-methylsulfanylethylidene}carbamic acid methyl ester in 50 ml of THF, 6.49 ml of TBAF (1.0 M, THF solution) was added and the mixture was stirred at room temperature for 15 hours. Saturated aqueous ammonium chloride was added to the reaction mixture, and extraction was performed with ethyl acetate. The organic layer was dried over anhydrous sodium sulfate. The desiccating a... RXN SMILES: [N+:1]([C:4]1[CH:5]=[C:6]([C:12]2[O:13][C:14]3[CH:20]=[CH:19][C:18](Br)=[CH:17][C:15]=3[N:16]=2)[CH:7]=[CH:8][C:9]=1[O:10][CH3:11])([O-:3])=[O:2].[Cl:22][C:23]1[C:28]([Cl:29])=[CH:27][CH:26]=[CH:25][C:24]=1B(O)O>>[N+:1]([C:4]1[CH:5]=[C:6]([C:12]2[O:13][C:14]3[CH:20]=[CH:19][C:18]([C:27]4[CH:26]=[CH:25][CH:24]=[C:23]([Cl:22])[C:28]=4[Cl:29])=[CH:17][C:15]=3[N:16]=2)[CH:7]=[CH:8][C:9]=1[O:10][CH3:11])([O-:3])=[O:2]. Reactants: [N+](=O)([O-])C=1C=C(C=CC1OC)C=1OC2=C(N1)C=C(C=C2)Br (2-(3-nitro-4-methoxyphenyl)-5-bromobenzoxazole), ClC1=C(C=CC=C1Cl)B(O)O (2,3-dichlorophenylboronic acid). Procedure: Prepared by the method of Example 15d), from 2-(3-nitro-4-methoxyphenyl)-5-bromobenzoxazole (400 mg, 1.15 mmol) and 2,3-dichlorophenylboronic acid (329 mg, 1.72 mmol) the subtitle compound was obtained (288 mg, 60%). MS 415 m/z (M+H)+. The product is [N+](=O)([O-])C=1C=C(C=CC1OC)C=1OC2=C(N1)C=C(C=C2)C2=C(C(=CC=C2)Cl)Cl (2-(3-Nitro-4-methoxyphenyl)-5-(2,3-dichlorophenyl)benzoxazole). The reactants are [Al+3], COC(=O)c1ccc(Br)c(F)c1, C1CCOC1, CCOCC, [H-], [H-], [H-], [H-], [Li+], [Na+], [Na+], O=S([O-])([O-])=S. The product is OCc1ccc(Br)c(F)c1. As a reaction SMILES: [Al+3:2].[Br:7][c:8]1[c:9]([F:18])[cH:10][c:11]([C:12](=[O:13])[O:14][CH3:15])[cH:16][cH:17]1.[CH2:26]1[O:27][CH2:28][CH2:29][CH2:30]1.[CH3:31][CH2:32][O:33][CH2:34][CH3:35].[H-:1].[H-:4].[H-:5].[H-:6].[Li+:3].[Na+:24].[Na+:25].[S:19]([O-:20])([O-:21])(=[O:22])=[S:23]>>[Br:7][c:8]1[c:9]([F:18])[cH:10][c:11]([CH2:12][OH:13])[cH:16][cH:17]1.